This data is from the Open Reaction Database (ORD), a public repository of structured organic reaction records. The task is: describe an organic reaction: reactants, conditions, products, and yield The reactants are F[B-](F)(F)F.O=[N+]=O (nitronium tetrafluoroborate), ClC=1C=C2CCCCC2=CC1 (6-chlorotetralin). Solvent: ClCCl (dichloromethane), ClCCl (dichloromethane). Conditions: temperature 0 celsius, time 40 minute. Product: ClC1=CC(=C2CCCCC2=C1)[N+](=O)[O-] (7-chloro-5-nitrotetralin). The yield is 50.3%. Reaction SMILES: F[B-](F)(F)F.[O:6]=[N+:7]=[O:8].[Cl:9][C:10]1[CH:11]=[C:12]2[C:17](=[CH:18][CH:19]=1)[CH2:16][CH2:15][CH2:14][CH2:13]2>ClCCl>[Cl:9][C:10]1[CH:11]=[C:12]2[C:17]([CH2:16][CH2:15][CH2:14][CH2:13]2)=[C:18]([N+:7]([O-:8])=[O:6])[CH:19]=1 |f:0.1|. Procedure: To a suspension of 85% nitronium tetrafluoroborate (6.19 g, 39.6 mmol) in dichloromethane (60 mL) was added dropwise a solution of 6-chlorotetralin (6.0 g, 36 mmol) in dichloromethane (60 mL) over 15 min at 0° C. The mixture was stirred for 40 min at 0° C. and quenched by addition of ice-water (100 mL). The organic layer was separated, washed with water, dried over magnesium sulfate, and concentrated. The residue was purified by silica gel column chromatography with 30:1~4:1 hexane/toluene to gi... The reactants are Cl.N[C@@H]1CC[C@H](CC1)O (trans-4-Aminocyclohexanol hydrochloride), C(C1=CC=CC=C1)Br (Benzyl bromide), C([O-])([O-])=O.[K+].[K+] (potassium carbonate). Solvent: C(C)#N (acetonitrile). Run at time 8 hour. Yields the product C1CC(CCC1N(CC2=CC=CC=C2)CC3=CC=CC=C3)O ((1r,4r)-4-(dibenzylamino)cyclohexanol). Yield: 39.2%. As a reaction SMILES: Cl.[NH2:2][C@H:3]1[CH2:8][CH2:7][C@H:6]([OH:9])[CH2:5][CH2:4]1.[CH2:10](Br)[C:11]1[CH:16]=[CH:15][CH:14]=[CH:13][CH:12]=1.C(=O)([O-])[O-].[K+].[K+]>C(#N)C>[CH2:8]1[CH:3]([N:2]([CH2:10][C:11]2[CH:16]=[CH:15][CH:14]=[CH:13][CH:12]=2)[CH2:10][C:11]2[CH:16]=[CH:15][CH:14]=[CH:13][CH:12]=2)[CH2:4][CH2:5][CH:6]([OH:9])[CH2:7]1 |f:0.1,3.4.5|. Procedure: trans-4-Aminocyclohexanol hydrochloride (25 g, 217 mmol) was suspended in acetonitrile (500 mL). Benzyl bromide (54.2 mL, 456 mmol) and potassium carbonate (120 g, 868 mmol) were added to the suspension and the resulting mixture was stirred vigorously overnight at room temperature. The reaction mixture was filtered through a plug of celite and the plug was washed thoroughly with acetonitrile. The filtrate was condensed to give a white solid. The crude solids were purified by silica gel chromatog... Starting materials: Oc1ccc(Br)cc1, O=C([O-])[O-], CC(C)=O, COc1ccc(CCl)cc1, [I-], [K+], [K+], [K+]. The product is COc1ccc(COc2ccc(Br)cc2)cc1. As a reaction SMILES: [Br:1][c:2]1[cH:3][cH:4][c:5]([OH:8])[cH:6][cH:7]1.[C:21](=[O:22])([O-:23])[O-:24].[CH3:27][C:28](=[O:29])[CH3:30].[CH3:9][O:10][c:11]1[cH:12][cH:13][c:14]([CH2:15][Cl:16])[cH:17][cH:18]1.[I-:20].[K+:19].[K+:25].[K+:26]>>[Br:1][c:2]1[cH:3][cH:4][c:5]([O:8][CH2:15][c:14]2[cH:13][cH:12][c:11]([O:10][CH3:9])[cH:18][cH:17]2)[cH:6][cH:7]1. Procedure: A sample of p-aminobenzonitrile is treated at 135° for 15 hours with equimolar quantities of 1-bromohexadecane and anhydrous potassium carbonate in hexamethylphosphoramide. Upon cooling the mixture is diluted with water and extracted with ether. Evaporation of the ether extracts and recrystallization of the residue yields p-(hexadecylamino)benzonitrile. As a reaction SMILES: [NH2:1][C:2]1[CH:9]=[CH:8][C:5]([C:6]#[N:7])=[CH:4][CH:3]=1.Br[CH2:11][CH2:12][CH2:13][CH2:14][CH2:15][CH2:16][CH2:17][CH2:18][CH2:19][CH2:20][CH2:21][CH2:22][CH2:23][CH2:24][CH2:25][CH3:26].C(=O)([O-])[O-].[K+].[K+]>CN(C)P(N(C)C)(N(C)C)=O.O>[CH2:26]([NH:1][C:2]1[CH:9]=[CH:8][C:5]([C:6]#[N:7])=[CH:4][CH:3]=1)[CH2:25][CH2:24][CH2:23][CH2:22][CH2:21][CH2:20][CH2:19][CH2:18][CH2:17][CH2:16][CH2:15][CH2:14][CH2:13][CH2:12][CH3:11] |f:2.3.4|. Reactants: NC1=CC=C(C#N)C=C1 (p-aminobenzonitrile), BrCCCCCCCCCCCCCCCC (1-bromohexadecane), C([O-])([O-])=O.[K+].[K+] (potassium carbonate). The solvent is CN(P(=O)(N(C)C)N(C)C)C (hexamethylphosphoramide), O (water). The product is C(CCCCCCCCCCCCCCC)NC1=CC=C(C#N)C=C1 (p-(hexadecylamino)benzonitrile). The reactants are known compound, NC1=C(C=CC=C1)C1=CC(=C(C(=C1)C(C)(C)C)O)C(C)(C)C (2'-amino-3,5-di-tertiary-butyl-4-hydroxybiphenyl), C1(CCCC(=O)O1)=O (glutaric anhydride), C(OC)COC (glyme), C1(CCCC(=O)O1)=O (glutaric anhydride). The solvent is O (water). Product: C(C)(C)(C)C=1C=C(C=C(C1O)C(C)(C)C)C1=C(C=CC=C1)NC(CCCC(=O)O)=O (N-(3',5'-di-tertiary-butyl-4'-hydroxy-2-biphenylyl)glutaramic Acid). Reaction SMILES: [NH2:1][C:2]1[CH:7]=[CH:6][CH:5]=[CH:4][C:3]=1[C:8]1[CH:13]=[C:12]([C:14]([CH3:17])([CH3:16])[CH3:15])[C:11]([OH:18])=[C:10]([C:19]([CH3:22])([CH3:21])[CH3:20])[CH:9]=1.[C:23]1(=[O:30])[O:29][C:27](=[O:28])[CH2:26][CH2:25][CH2:24]1.C(COC)OC>O>[C:19]([C:10]1[CH:9]=[C:8]([C:3]2[CH:4]=[CH:5][CH:6]=[CH:7][C:2]=2[NH:1][C:23](=[O:30])[CH2:24][CH2:25][CH2:26][C:27]([OH:29])=[O:28])[CH:13]=[C:12]([C:14]([CH3:15])([CH3:16])[CH3:17])[C:11]=1[OH:18])([CH3:22])([CH3:21])[CH3:20]. Procedure: A solution of 1.9 g (6.4 mmole) of the known compound 2'-amino-3,5-di-tertiary-butyl-4-hydroxybiphenyl, 0.8 g (7.0 mmole) of glutaric anhydride and 50 ml of glyme was heated on a steam bath for three hours, then an additional 0.20 g of glutaric anhydride was added. The mixture was heated at reflux for six hours, then poured into water. The aqueous mixture was extracted with diethyl ether, and the ether extracts were then washed with 10% hydrochloric acid and water. The ether solution was extract... Starting materials: CN(C=O)C (N,N-dimethylformamide), C(CCC)[Li] (n-butyl lithium), solution, CC1=CC=C(C2=C1C=CO2)C (4,7-dimethylbenzofuran), C(C)(=O)OCC (Ethyl acetate). Solvent: O1CCCC1 (tetrahydrofuran). Run at time 15 minute. Yields the product CC1=CC=C(C2=C1C=C(O2)C=O)C (4,7-dimethylbenzofuran-2-carbaldehyde). Reaction SMILES: C([Li])CCC.[CH3:6][C:7]1[C:12]2[CH:13]=[CH:14][O:15][C:11]=2[C:10]([CH3:16])=[CH:9][CH:8]=1.CN(C)[CH:19]=[O:20].C(OCC)(=O)C>O1CCCC1>[CH3:6][C:7]1[C:12]2[CH:13]=[C:14]([CH:19]=[O:20])[O:15][C:11]=2[C:10]([CH3:16])=[CH:9][CH:8]=1. Procedure details: 18.4 ml n-butyl lithium (1.56 M solution in hexane) was added to 50 ml solution of 3.5 g 4,7-dimethylbenzofuran in anhydrous tetrahydrofuran at −35° C. in a nitrogen atmosphere. After stirring for 15 minutes,5.6 ml N,N-dimethylformamide was added dropwise thereto, and the temperature was raised to room temperature. Ethyl acetate was added to the reaction mixture, and the organic layer was washed with brine and then dried over anhydrous magnesium sulfate. The solvent was evaporated, and the resul... Reaction SMILES: [Cl:1][C:2]1[CH:7]=[CH:6][C:5]([C:8]2([OH:29])[CH2:13][CH2:12][N:11]([CH2:14][CH2:15][NH:16][C:17](=[O:28])[C:18]3[CH:23]=[CH:22][C:21]([F:24])=[CH:20][C:19]=3[N+:25]([O-])=O)[CH2:10][CH2:9]2)=[CH:4][CH:3]=1.CO.[H][H]>[Ni].O1CCCC1>[ClH:1].[ClH:1].[NH2:25][C:19]1[CH:20]=[C:21]([F:24])[CH:22]=[CH:23][C:18]=1[C:17]([NH:16][CH2:15][CH2:14][N:11]1[CH2:12][CH2:13][C:8]([C:5]2[CH:6]=[CH:7][C:2]([Cl:1])=[CH:3][CH:4]=2)([OH:29])[CH2:9][CH2:10]1)=[O:28] |f:5.6.7|. The reactants are ClC1=CC=C(C=C1)C1(CCN(CC1)CCNC(C1=C(C=C(C=C1)F)[N+](=O)[O-])=O)O (N--{2-[4-(4-chlorophenyl)-4-hydroxy-1-piperidinyl]ethyl}-4-fluoro-2-nitrobenzamide), CO (methanol), [H][H] (hydrogen). Yields the product Cl.Cl.NC1=C(C(=O)NCCN2CCC(CC2)(O)C2=CC=C(C=C2)Cl)C=CC(=C1)F (2-amino-N-{2-[4-(4-chlorophenyl)-4-hydroxy-1-piperidinyl]ethyl}-4-fluorobenzamide dihydrochloride). Reagents/catalysts: [Ni] (Raney-nickel). Procedure details: A mixture of 4.5 parts of N--{2-[4-(4-chlorophenyl)-4-hydroxy-1-piperidinyl]ethyl}-4-fluoro-2-nitrobenzamide, 40 parts of methanol and 90 parts of tetrahydrofuran is hydrogenated at normal pressure and at room temperature with 2 parts of Raney-nickel catalyst. After the calculated amount of hydrogen is taken up, the catalyst is filtered off and the filtrate is evaporated. The residue is converted into the hydrochloride salt in 2-propanol. The salt is filtered off and dried, yielding 2 parts of 2... The solvent is O1CCCC1 (tetrahydrofuran).